Dataset: the Open Reaction Database (ORD), a public repository of structured organic reaction records. Task: describe an organic reaction: reactants, conditions, products, and yield The reactants are C(C1=CC=CC=C1)(=O)Cl (benzoyl chloride), C1(CCCCC1)(O)O (cyclohexanediol), N1=CC=CC=C1 (pyridine), O1CCCC1 (tetrahydrofuran). Reaction conditions: time 8 hour. Product: C(C1=CC=CC=C1)(=O)OC1CCC(CC1)O (4-hydroxycyclohexyl benzoate). Yield: 86.0%. Reaction SMILES: [C:1](Cl)(=[O:8])[C:2]1[CH:7]=[CH:6][CH:5]=[CH:4][CH:3]=1.[C:10]1(O)([OH:16])[CH2:15][CH2:14][CH2:13][CH2:12][CH2:11]1.N1C=CC=CC=1.[O:24]1CCCC1>>[C:1]([O:8][CH:13]1[CH2:14][CH2:15][CH:10]([OH:16])[CH2:11][CH2:12]1)(=[O:24])[C:2]1[CH:7]=[CH:6][CH:5]=[CH:4][CH:3]=1. Procedure details: A mixture of benzoyl chloride (50 mL), cyclohexanediol (150 g), pyridine (105 mL) and tetrahydrofuran (1300 mL) was stirred at room temperature overnight. The reaction mixture was concentrated under reduced pressure, the residue was diluted with ethyl acetate, successively washed with saturated aqueous sodium hydrogen carbonate, water, and brine, dried over anhydrous magnesium sulfate, and concentrated under reduced pressure. The residue was purified by silica gel column chromatography to give t...